Dataset: the Open Reaction Database (ORD), a public repository of structured organic reaction records. Task: describe an organic reaction: reactants, conditions, products, and yield The yield is 27.0%. The reactants are O (water), FC1([C@@H](OC([C@@]1(C)O)CO)N1C(NC(C=C1)=O)=O)C (1-((2R,4R)-3-fluoro-4-hydroxy-5-(hydroxymethyl)-3,4-dimethyltetrahydrofuran-2-yl)pyrimidine-2,4(1H,3H)-dione), C(CCCC)(=O)Cl (valeroylchloride). The product is C(CCCC)(=O)OC[C@H]1OC([C@](C1(C)O)(C)F)N1C(NC(C=C1)=O)=O (((2R,4R)-5-(2,4-dioxo-3,4-dihydropyrimidin-1(2H)-yl)-4-fluoro-3-hydroxy-3,4-dimethyltetrahydrofuran-2-yl)methyl pentanoate). Procedure details: To a solution of 1-((2R,4R)-3-fluoro-4-hydroxy-5-(hydroxymethyl)-3,4-dimethyltetrahydrofuran-2-yl)pyrimidine-2,4(1H,3H)-dione (about 0.30 g, 1.09 mmol) in dichloromethane (about 5 ml) was added a solution of valeroylchloride (about 0.33 ml, 2.70 mmol) in dichloromethane (about 5 ml) at about 0° C. and stirred at room temperature for overnight. Completion of the reaction monitored by thin-layer chromatography, water added to the reaction mixture and extracted with dichloromethane and the combined... Reaction conditions: time 8 hour. Run in ClCCl (dichloromethane), ClCCl (dichloromethane). Reaction SMILES: [F:1][C:2]1([CH3:19])[C@@:6]([OH:8])([CH3:7])[CH:5]([CH2:9][OH:10])[O:4][C@H:3]1[N:11]1[CH:16]=[CH:15][C:14](=[O:17])[NH:13][C:12]1=[O:18].[C:20](Cl)(=[O:25])[CH2:21][CH2:22][CH2:23][CH3:24].O>ClCCl>[C:20]([O:10][CH2:9][C@@H:5]1[C:6]([OH:8])([CH3:7])[C@:2]([F:1])([CH3:19])[CH:3]([N:11]2[CH:16]=[CH:15][C:14](=[O:17])[NH:13][C:12]2=[O:18])[O:4]1)(=[O:25])[CH2:21][CH2:22][CH2:23][CH3:24].